From a dataset of the Open Reaction Database (ORD), a public repository of structured organic reaction records. describe an organic reaction: reactants, conditions, products, and yield The reactants are FC1=C(C=C(C(=C1)F)F)[N+](=O)[O-] (2,4,5-trifluoronitrobenzene), CNC (dimethylamine). Run in C(C)O (ethanol). Conditions: temperature 80 celsius. Yields the product CN(C1=CC(=C(C=C1F)[N+](=O)[O-])F)C (4-dimethylamino-2,5-difluoronitrobenzene). As a reaction SMILES: [F:1][C:2]1[CH:7]=[C:6](F)[C:5]([F:9])=[CH:4][C:3]=1[N+:10]([O-:12])=[O:11].[CH3:13][NH:14][CH3:15]>C(O)C>[CH3:13][N:14]([CH3:15])[C:6]1[C:5]([F:9])=[CH:4][C:3]([N+:10]([O-:12])=[O:11])=[C:2]([F:1])[CH:7]=1. Procedure: To a solution of 2,4,5-trifluoronitrobenzene (8.9 g, 50 mmol) in 100 mL ethanol is bubbled dimethylamine gas (6.8 g, 150 mmol). The solution is heated at 80° C. in a Parr pressure reactor for 6 hours. After evaporation of the solvent the product is chromatographed on silica gel/methylene chloride to give Compound 18. The reactants are CO (methanol), C(C1=CC=CC=C1)(=O)C#N (benzoyl cyanide), COC(C1=CC=CC=C1)=O (benzoic acid methyl ester), S(O)(O)(=O)=O (sulphuric acid). Reagents/catalysts: C(C)(=O)Cl (acetyl chloride). Solvent: O (water), O (water). Conditions: time 1 hour. Yields the product COC(C(=O)C1=CC=CC=C1)=O (phenylglyoxylic acid methyl ester). Yield: 194.2%. As a reaction SMILES: [C:1]([C:9]#N)(=[O:8])[C:2]1[CH:7]=[CH:6][CH:5]=[CH:4][CH:3]=1.[CH3:11][O:12]C(=O)C1C=CC=CC=1.S(=O)(=O)(O)[OH:22].CO>O.C(Cl)(=O)C>[CH3:11][O:12][C:9](=[O:22])[C:1]([C:2]1[CH:7]=[CH:6][CH:5]=[CH:4][CH:3]=1)=[O:8]. Reported procedure: A mixture of 393 g (3 mol) of benzoyl cyanide, 20.3 g (0.26 mol) of acetyl chloride and 202 g of benzoic acid methyl ester was added dropwise, at 22° C., to 450 g (4.6 mol) of concentrated sulphuric acid. The mixture was subsequently stirred for one hour and 72 g (4 mol) of water were then added at 22° C. in the course of about 20 minutes. The mixture was then stirred for a further 3 hours at 22° C. 304 g (9.5 mols) of methanol were added to the reaction mixture and the mixture was stirred for 3... Reactants: CCCC[N+](CCCC)(CCCC)CCCC, CCOC(C)=O, [F-], C1CCOC1, CS(=O)(=O)c1ccc(C(O)(CC2CCCC2)c2cc3cc(F)cnc3n2S(=O)(=O)c2ccccc2)cc1. The product is CS(=O)(=O)c1ccc(C(O)(CC2CCCC2)c2cc3cc(F)cnc3[nH]2)cc1. Reaction SMILES: [CH3:39][CH2:40][CH2:41][CH2:42][N+:43]([CH2:44][CH2:45][CH2:46][CH3:47])([CH2:48][CH2:49][CH2:50][CH3:51])[CH2:52][CH2:53][CH2:54][CH3:55].[CH3:61][CH2:62][O:63][C:64](=[O:65])[CH3:66].[F-:38].[O:56]1[CH2:57][CH2:58][CH2:59][CH2:60]1.[c:1]1([S:2](=[O:3])(=[O:4])[n:10]2[c:11]([C:20]([CH2:21][CH:22]3[CH2:23][CH2:24][CH2:25][CH2:26]3)([OH:27])[c:28]3[cH:29][cH:30][c:31]([S:34](=[O:35])(=[O:36])[CH3:37])[cH:32][cH:33]3)[cH:12][c:13]3[c:14]2[n:15][cH:16][c:17]([F:19])[cH:18]3)[cH:5][cH:6][cH:7][cH:8][cH:9]1>>[nH:10]1[c:11]([C:20]([CH2:21][CH:22]2[CH2:23][CH2:24][CH2:25][CH2:26]2)([OH:27])[c:28]2[cH:29][cH:30][c:31]([S:34](=[O:35])(=[O:36])[CH3:37])[cH:32][cH:33]2)[cH:12][c:13]2[c:14]1[n:15][cH:16][c:17]([F:19])[cH:18]2. Reactants: CCOC(=O)c1nn(Cc2ccc(Br)nc2)c2c(Cl)cccc2c1=O, C[Zn+], [Cl-], C1CCOC1, O, c1ccc(P(c2ccccc2)(c2ccccc2)[Pd](P(c2ccccc2)(c2ccccc2)c2ccccc2)(P(c2ccccc2)(c2ccccc2)c2ccccc2)P(c2ccccc2)(c2ccccc2)c2ccccc2)cc1. Product: CCOC(=O)c1nn(Cc2ccc(C)nc2)c2c(Cl)cccc2c1=O. Reaction SMILES: [Br:1][c:2]1[cH:3][cH:4][c:5]([CH2:8][n:9]2[n:10][c:11]([C:21](=[O:22])[O:23][CH2:24][CH3:25])[c:12](=[O:20])[c:13]3[cH:14][cH:15][cH:16][c:17]([Cl:19])[c:18]23)[cH:6][n:7]1.[CH3:27][Zn+:28].[Cl-:26].[O:30]1[CH2:31][CH2:32][CH2:33][CH2:34]1.[OH2:29].[cH:35]1[cH:36][cH:37][c:38]([P:39]([Pd:40]([P:41]([c:42]2[cH:43][cH:44][cH:45][cH:46][cH:47]2)([c:48]2[cH:49][cH:50][cH:51][cH:52][cH:53]2)[c:54]2[cH:55][cH:56][cH:57][cH:58][cH:59]2)([P:60]([c:61]2[cH:62][cH:63][cH:64][cH:65][cH:66]2)([c:67]2[cH:68][cH:69][cH:70][cH:71][cH:72]2)[c:73]2[cH:74][cH:75][cH:76][cH:77][cH:78]2)[P:79]([c:80]2[cH:81][cH:82][cH:83][cH:84][cH:85]2)([c:86]2[cH:87][cH:88][cH:89][cH:90][cH:91]2)[c:92]2[cH:93][cH:94][cH:95][cH:96][cH:97]2)([c:98]2[cH:99][cH:100][cH:101][cH:102][cH:103]2)[c:104]2[cH:105][cH:106][cH:107][cH:108][cH:109]2)[cH:110][cH:111]1>>[c:2]1([CH3:27])[cH:3][cH:4][c:5]([CH2:8][n:9]2[n:10][c:11]([C:21](=[O:22])[O:23][CH2:24][CH3:25])[c:12](=[O:20])[c:13]3[cH:14][cH:15][cH:16][c:17]([Cl:19])[c:18]23)[cH:6][n:7]1. Starting materials: ClC(Cl)(Cl)Cl, CC#N, ClCCl, [O-][I+3]([O-])([O-])[O-], C=CCCC(C#N)Cc1cc(Oc2ccccc2)ccc1[N+](=O)[O-], [Na+], O, Cl[Ru](Cl)Cl. Product: N#CC(CCC(=O)O)Cc1cc(Oc2ccccc2)ccc1[N+](=O)[O-]. Reaction SMILES: [C:38]([Cl:39])([Cl:40])([Cl:41])[Cl:42].[CH3:35][C:36]#[N:37].[Cl:31][CH2:32][Cl:33].[I+3:25]([O-:26])([O-:27])([O-:28])[O-:29].[N+:1](=[O:2])([O-:3])[c:4]1[c:5]([CH2:6][CH:7]([C:8]#[N:9])[CH2:10][CH2:11][CH:12]=[CH2:13])[cH:14][c:15]([O:18][c:19]2[cH:20][cH:21][cH:22][cH:23][cH:24]2)[cH:16][cH:17]1.[Na+:30].[OH2:34].[Ru:43]([Cl:44])([Cl:45])[Cl:46]>>[N+:1](=[O:2])([O-:3])[c:4]1[c:5]([CH2:6][CH:7]([C:8]#[N:9])[CH2:10][CH2:11][C:12]([OH:26])=[O:34])[cH:14][c:15]([O:18][c:19]2[cH:20][cH:21][cH:22][cH:23][cH:24]2)[cH:16][cH:17]1.